From a dataset of the Open Reaction Database (ORD), a public repository of structured organic reaction records. describe an organic reaction: reactants, conditions, products, and yield The reactants are EtOAc 1-PrOH H2O, [H][H] (hydrogen), [Si](C)(C)(C(C)(C)C)OC[C@H]([C@@H](C(=O)OCC1=CC=CC=C1)NC1(C2=CC=CC=C2C=2C=CC=CC12)C1=CC=CC=C1)C ((2S,3S)-benzyl 4-(tert-butyldimethylsilyloxy)-3-methyl-2-(9-phenyl-9H-fluoren-9-ylamino)butanoate). The reagents and catalysts are [Pd] (Pd/C). Run in CCOC(=O)C (EtOAc), C(Cl)Cl (CH2Cl2). Reaction conditions: time 21 hour. Yields the product N[C@H](C(=O)O)[C@@H](CO[Si](C)(C)C(C)(C)C)C ((2S,3S)-2-amino-4-(tert-butyldimethylsilyloxy)-3-methylbutanoic acid), solid. As a reaction SMILES: [H][H].[Si:3]([O:10][CH2:11][C@@H:12]([CH3:44])[C@H:13]([NH:24]C1(C2C=CC=CC=2)C2C=CC=CC=2C2C1=CC=CC=2)[C:14]([O:16]CC1C=CC=CC=1)=[O:15])([C:6]([CH3:9])([CH3:8])[CH3:7])([CH3:5])[CH3:4]>CCOC(C)=O.C(Cl)Cl.[Pd]>[NH2:24][C@@H:13]([C@H:12]([CH3:44])[CH2:11][O:10][Si:3]([C:6]([CH3:9])([CH3:8])[CH3:7])([CH3:5])[CH3:4])[C:14]([OH:16])=[O:15]. Procedure details: A balloon of hydrogen was attached to a mixture of (2S,3S)-benzyl 4-(tert-butyldimethylsilyloxy)-3-methyl-2-(9-phenyl-9H-fluoren-9-ylamino)butanoate (836 mg, 1.447 mmol) and 10% Pd/C (213 mg) in EtOAc (16 mL) and the mixture was stirred at room temperature for ˜21 hr, where the balloon was recharged with H2 as necessary. The reaction mixture was diluted with CH2Cl2 and filtered through a pad of diatomaceous earth (CELITE®-545), and the pad was washed with EtOAc (200 mL), EtOAc/MeOH (1:1 mixture,...